This data is from the Open Reaction Database (ORD), a public repository of structured organic reaction records. The task is: describe an organic reaction: reactants, conditions, products, and yield Reactants: FC1(C[C@@H]([C@H](C1)OC1=CC(=C(C=C1)S(=O)(=O)N(C1=NC=NC=C1)CC1=C(C=C(C=C1)OC)OC)F)C1=CC=NN1C)F (4-{[(1S*,2R*)-4,4-difluoro-2-(1-methyl-1H-pyrazol-5-yl)cyclopentyl]oxy}-N-(2,4-dimethoxybenzyl)-2-fluoro-N-(pyrimidin-4-yl)benzenesulfonamide), C(C)[SiH](CC)CC (triethylsilane), FC(C(=O)O)(F)F (trifluoroacetic acid). Run in ClCCl (dichloromethane). Yields the product FC1(C[C@@H]([C@H](C1)OC1=CC(=C(C=C1)S(=O)(=O)NC1=NC=NC=C1)F)C1=CC=NN1C)F (4-{[(1S*,2R*)-4,4-Difluoro-2-(1-methyl-1H-pyrazol-5-yl)cyclopentyl]oxy}-2-fluoro-N-(pyrimidin-4-yl)benzenesulfonamide). Yield: 96.3%. Reaction SMILES: [F:1][C:2]1([F:42])[CH2:6][C@H:5]([O:7][C:8]2[CH:13]=[CH:12][C:11]([S:14]([N:17](CC3C=CC(OC)=CC=3OC)[C:18]3[CH:23]=[CH:22][N:21]=[CH:20][N:19]=3)(=[O:16])=[O:15])=[C:10]([F:35])[CH:9]=2)[C@@H:4]([C:36]2[N:40]([CH3:41])[N:39]=[CH:38][CH:37]=2)[CH2:3]1.C([SiH](CC)CC)C.FC(F)(F)C(O)=O>ClCCl>[F:42][C:2]1([F:1])[CH2:6][C@H:5]([O:7][C:8]2[CH:13]=[CH:12][C:11]([S:14]([NH:17][C:18]3[CH:23]=[CH:22][N:21]=[CH:20][N:19]=3)(=[O:15])=[O:16])=[C:10]([F:35])[CH:9]=2)[C@@H:4]([C:36]2[N:40]([CH3:41])[N:39]=[CH:38][CH:37]=2)[CH2:3]1. Procedure details: The reaction and aftertreatment were conducted in the same manner as in Example 1b by using the 4-{[(1S*,2R*)-4,4-difluoro-2-(1-methyl-1H-pyrazol-5-yl)cyclopentyl]oxy}-N-(2,4-dimethoxybenzyl)-2-fluoro-N-(pyrimidin-4-yl)benzenesulfonamide (105 mg, 0.174 mmol) prepared in Example 136a, triethylsilane (0.30 mL), trifluoroacetic acid (2.0 mL) and dichloromethane (3.0 mL), to yield the title compound (76 mg, 96%) as a colorless solid. Starting materials: CI (methyl iodide), C(C1=CC=CC=C1)OC=1C(=CC(=NC1CCCCCCCCCCOCOC)N)C (5-(benzyloxy)-6-(10-(methoxymethoxy)decyl)-4-methylpyridin-2-amine), N(=O)[O-].[Na+] (sodium nitrite), [OH-].[Na+] (NaOH), Ag2CO3. RXN SMILES: [CH2:1]([O:8][C:9]1[C:10]([CH3:30])=[CH:11][C:12](N)=[N:13][C:14]=1[CH2:15][CH2:16][CH2:17][CH2:18][CH2:19][CH2:20][CH2:21][CH2:22][CH2:23][CH2:24][O:25][CH2:26][O:27][CH3:28])[C:2]1[CH:7]=[CH:6][CH:5]=[CH:4][CH:3]=1.N([O-])=O.[Na+].[OH-:35].[Na+].[CH3:37]I>O>[CH2:1]([O:8][C:9]1[C:14]([CH2:15][CH2:16][CH2:17][CH2:18][CH2:19][CH2:20][CH2:21][CH2:22][CH2:23][CH2:24][O:25][CH2:26][O:27][CH3:28])=[N:13][C:12]([O:35][CH3:37])=[CH:11][C:10]=1[CH3:30])[C:2]1[CH:7]=[CH:6][CH:5]=[CH:4][CH:3]=1 |f:1.2,3.4|. Procedure details: To a stirred solution at 0° C. containing 65 mg (0.16 mmol) of 5-(benzyloxy)-6-(10-(methoxymethoxy)decyl)-4-methylpyridin-2-amine in 2 mL of water-50% aqueous H3PO2 1:1 were added 17 mg (0.24 mmol) of sodium nitrite. The reaction mixture was stirred at 0° C. for 30 min and then at 23° C. for 16 h. The reaction mixture was neutralized (pH˜7) with aqueous NaOH and stirred for two hours. The reaction mixture was poured into 50 mL of water and extracted with two 40-mL portions of DCM. The combined o... Conditions: temperature 0 celsius, time 30 minute. Product: C(C1=CC=CC=C1)OC=1C(=NC(=CC1C)OC)CCCCCCCCCCOCOC (3-(benzyloxy)-6-methoxy-2-(10-(methoxymethoxy)decyl)-4-methylpyridine). The solvent is O (water), O (water). Starting materials: C(C)(=O)NC1=CC=C(C=C1)SC1=NC2=CC(=CC=C2C(=N1)NC=1NN=C(C1)C)[N+](=O)[O-] ([2-(4-Acetamido-phenylsulfanyl)-7-nitroquinazolin-4-yl]-(5-methyl-2H-pyrazol-3-yl)-amine). The reagents and catalysts are [Fe] (Iron). Run in CCO.O.CC(=O)O (EtOH water AcOH). Reaction conditions: temperature 90 celsius, time 4 hour. Product: C(C)(=O)NC1=CC=C(C=C1)SC1=NC2=CC(=CC=C2C(=N1)NC=1NN=C(C1)C)N ([2-(4-acetamido-phenylsulfanyl)-7-aminoquinazolin-4-yl]-(5-methyl-2H-pyrazol-3-yl)-amine). As a reaction SMILES: [C:1]([NH:4][C:5]1[CH:10]=[CH:9][C:8]([S:11][C:12]2[N:21]=[C:20]([NH:22][C:23]3[NH:24][N:25]=[C:26]([CH3:28])[CH:27]=3)[C:19]3[C:14](=[CH:15][C:16]([N+:29]([O-])=O)=[CH:17][CH:18]=3)[N:13]=2)=[CH:7][CH:6]=1)(=[O:3])[CH3:2]>CCO.O.CC(O)=O.[Fe]>[C:1]([NH:4][C:5]1[CH:6]=[CH:7][C:8]([S:11][C:12]2[N:21]=[C:20]([NH:22][C:23]3[NH:24][N:25]=[C:26]([CH3:28])[CH:27]=3)[C:19]3[C:14](=[CH:15][C:16]([NH2:29])=[CH:17][CH:18]=3)[N:13]=2)=[CH:9][CH:10]=1)(=[O:3])[CH3:2] |f:1.2.3|. Procedure details: [2-(4-Acetamido-phenylsulfanyl)-7-nitroquinazolin-4-yl]-(5-methyl-2H-pyrazol-3-yl)-amine (182 mg, 4.18.10−4 mol) is dissolved in a mixture EtOH/water/AcOH(25/10/1, 36 mL) and the reaction is heated at 90° C. Iron powder (93 mg) is added and the mixture is stirred at 90° C. for 4 hours, cooled to room temperature and filtered through a pad of celite. The pad is washed with methanol and the combined filtrate is concentrated in vacuo. The residue is purified by flash chromatography (SiO2, DCM/MeOH ... Yield: 96.6%. Reagents/catalysts: [Pd] (Pd/C). Run in O1CCCC1 (tetrahydrofuran). Procedure: 2-Chlorobenzenesulfonic acid 3-benzyloxyphenyl ester (3.75 g, 10 mmol), as prepared in the preceding step, Pd/C (10%) (350 mg) in tetrahydrofuran (80 mL) was hydrogenated (balloon) for 3 h. The catalyst was filtered through Celite and washed with tetrahydrofuran. The combined tetrahydrofuran solution was evaporated in vacuo and the residue was then purified by flash column chromatography (methylene chloride) to give the title compound as a colorless oil (2.75 g, 95%). 1H-NMR (300 MHz, CDCl3) δ 6... Yields the product OC=1C=C(C=CC1)OS(=O)(=O)C1=C(C=CC=C1)Cl (2-Chlorobenzenesulfonic Acid 3-hydroxyphenyl Ester). As a reaction SMILES: C([O:8][C:9]1[CH:10]=[C:11]([O:15][S:16]([C:19]2[CH:24]=[CH:23][CH:22]=[CH:21][C:20]=2[Cl:25])(=[O:18])=[O:17])[CH:12]=[CH:13][CH:14]=1)C1C=CC=CC=1>O1CCCC1.[Pd]>[OH:8][C:9]1[CH:10]=[C:11]([O:15][S:16]([C:19]2[CH:24]=[CH:23][CH:22]=[CH:21][C:20]=2[Cl:25])(=[O:18])=[O:17])[CH:12]=[CH:13][CH:14]=1. Starting materials: C(C1=CC=CC=C1)OC=1C=C(C=CC1)OS(=O)(=O)C1=C(C=CC=C1)Cl (2-Chlorobenzenesulfonic acid 3-benzyloxyphenyl ester). The reactants are CN(CCN1C(C2=C(CCC1)NC(=C2C)C=O)=O)C (5-(2-dimethylamino-ethyl)-3-methyl-4-oxo-1,4,5,6,7,8-hexahydro-pyrrolo[3,2-c]azepine-2-carbaldehyde), FC=1C=C2CC(NC2=CC1)=O (5-fluoro-1,3-dihydro-indol-2-one). The product is CN(CCN1C(C2=C(CCC1)NC(=C2C)\C=C\2/C(NC1=CC=C(C=C21)F)=O)=O)C ((Z)-5-(2-dimethylamino-ethyl)-2-(5-fluoro-2-oxo-1,2-dihydro-indol-3-ylidenemethyl)-3-methyl-5,6,7,8-tetrahydro-1H-pyrrolo[3,2-c]azepin-4-one). The yield is 68.0%. As a reaction SMILES: [CH3:1][N:2]([CH3:19])[CH2:3][CH2:4][N:5]1[CH2:11][CH2:10][CH2:9][C:8]2[NH:12][C:13]([CH:16]=O)=[C:14]([CH3:15])[C:7]=2[C:6]1=[O:18].[F:20][C:21]1[CH:22]=[C:23]2[C:27](=[CH:28][CH:29]=1)[NH:26][C:25](=[O:30])[CH2:24]2>>[CH3:1][N:2]([CH3:19])[CH2:3][CH2:4][N:5]1[CH2:11][CH2:10][CH2:9][C:8]2[NH:12][C:13](/[CH:16]=[C:24]3\[C:25](=[O:30])[NH:26][C:27]4[C:23]\3=[CH:22][C:21]([F:20])=[CH:29][CH:28]=4)=[C:14]([CH3:15])[C:7]=2[C:6]1=[O:18]. Procedure details: The title compound was prepared under the same conditions as described in step 4 of Example 23 with 5-(2-dimethylamino-ethyl)-3-methyl-4-oxo-1,4,5,6,7,8-hexahydro-pyrrolo[3,2-c]azepine-2-carbaldehyde 23c obtained from step 3 of Example 23 and 5-fluoro-1,3-dihydro-indol-2-one as starting materials to obtain (Z)-5-(2-dimethylamino-ethyl)-2-(5-fluoro-2-oxo-1,2-dihydro-indol-3-ylidenemethyl)-3-methyl-5,6,7,8-tetrahydro-1H-pyrrolo[3,2-c]azepin-4-one 25 (205 mg, yield 68%) as a red solid.